From a dataset of the Open Reaction Database (ORD), a public repository of structured organic reaction records. describe an organic reaction: reactants, conditions, products, and yield Starting materials: [BH4-], CC(C=O)C1CCC2C3CCC4C(C(=O)c5ccccc5)C(=O)CCC4(C)C3CCC12C, CO, [Na+], C1CCOC1. Yields the product CC(CO)C1CCC2C3CCC4C(C(=O)c5ccccc5)C(=O)CCC4(C)C3CCC12C. RXN SMILES: [BH4-:35].[C:1]([c:2]1[cH:3][cH:4][cH:5][cH:6][cH:7]1)(=[O:8])[CH:9]1[CH:10]2[CH2:11][CH2:12][CH:13]3[CH:14]4[CH2:15][CH2:16][CH:17]([CH:18]([CH3:19])[CH:20]=[O:21])[C:22]4([CH3:32])[CH2:23][CH2:24][CH:25]3[C:26]2([CH3:31])[CH2:27][CH2:28][C:29]1=[O:30].[CH3:33][OH:34].[Na+:36].[O:37]1[CH2:38][CH2:39][CH2:40][CH2:41]1>>[C:1]([c:2]1[cH:3][cH:4][cH:5][cH:6][cH:7]1)(=[O:8])[CH:9]1[CH:10]2[CH2:11][CH2:12][CH:13]3[CH:14]4[CH2:15][CH2:16][CH:17]([CH:18]([CH3:19])[CH2:20][OH:21])[C:22]4([CH3:32])[CH2:23][CH2:24][CH:25]3[C:26]2([CH3:31])[CH2:27][CH2:28][C:29]1=[O:30]. Run at time 4 hour. The solvent is C(Cl)Cl (DCM). Procedure: A mixture of (6-bromo-4-hydroxy-2-oxo-1,2-dihydroquinolin-3-yl)(phenyl)iodoniumtrifluoromethane sulfonate (1.40 g, 2.36 mmol, Intermediate 8, step b) and aniline (1 mL) was stirred for 4 hours at room temperature. To this was added DCM and the resulting suspension was filtered. The solid was washed first with DCM followed by water and air dried under vacuum at 50° C. to yield the title compound. The product is BrC=1C=C2C(=C(C(NC2=CC1)=O)NC1=CC=CC=C1)O (6-Bromo-4-hydroxy-3-(phenylamino)quinolin-2(1H)-one). Reaction SMILES: FC(F)(F)S([O-])(=O)=O.[Br:9][C:10]1[CH:11]=[C:12]2[C:17](=[CH:18][CH:19]=1)[NH:16][C:15](=[O:20])[C:14]([I+]C1C=CC=CC=1)=[C:13]2[OH:28].[NH2:29][C:30]1[CH:35]=[CH:34][CH:33]=[CH:32][CH:31]=1>C(Cl)Cl>[Br:9][C:10]1[CH:11]=[C:12]2[C:17](=[CH:18][CH:19]=1)[NH:16][C:15](=[O:20])[C:14]([NH:29][C:30]1[CH:35]=[CH:34][CH:33]=[CH:32][CH:31]=1)=[C:13]2[OH:28] |f:0.1|. The reactants are FC(S(=O)(=O)[O-])(F)F.BrC=1C=C2C(=C(C(NC2=CC1)=O)[I+]C1=CC=CC=C1)O ((6-bromo-4-hydroxy-2-oxo-1,2-dihydroquinolin-3-yl)(phenyl)iodoniumtrifluoromethane sulfonate), FC(S(=O)(=O)[O-])(F)F.BrC=1C=C2C(=C(C(NC2=CC1)=O)[I+]C1=CC=CC=C1)O ((6-bromo-4-hydroxy-2-oxo-1,2-dihydroquinolin-3-yl)(phenyl)iodoniumtrifluoromethane sulfonate), NC1=CC=CC=C1 (aniline). The product is CC1(CC(CC(C1)(C)C)C1=C(C=CC=C1)N)C (2-(3,3,5,5-Tetramethylcyclohexyl)phenylamine). The reagents and catalysts are [Pd] (palladium on carbon). Procedure details: In a 100 mL autoclave, 10% palladium on carbon (water content 50%, 1.2 g) was added to a solution of 2-(3,3,5,5-tetramethylcyclohex-1-enyl)phenylamine (4.00 g, 17.4 mmol) in ethanol (40 mL), followed by stirring at room temperature, 5 kgf/cm2 of hydrogen pressure for 5.5 hours. Then the reaction mixture was stirred at room temperature, 10 kgf/cm2 of hydrogen pressure for 3 hours, introduction of hydrogen was stopped, and the reaction mixture was stirred at room temperature for 15 hours. The reac... The yield is 96.9%. Reaction SMILES: [CH3:1][C:2]1([CH3:17])[CH2:7][C:6]([CH3:9])([CH3:8])[CH2:5][C:4]([C:10]2[CH:15]=[CH:14][CH:13]=[CH:12][C:11]=2[NH2:16])=[CH:3]1.[H][H]>[Pd].C(O)C>[CH3:1][C:2]1([CH3:17])[CH2:7][C:6]([CH3:8])([CH3:9])[CH2:5][CH:4]([C:10]2[CH:15]=[CH:14][CH:13]=[CH:12][C:11]=2[NH2:16])[CH2:3]1. The solvent is C(C)O (ethanol). Reactants: [H][H] (hydrogen), CC1(C=C(CC(C1)(C)C)C1=C(C=CC=C1)N)C (2-(3,3,5,5-tetramethylcyclohex-1-enyl)phenylamine), [H][H] (hydrogen), [H][H] (hydrogen), [H][H] (hydrogen), [H][H] (hydrogen), [H][H] (hydrogen). The reactants are O=[N+]([O-])c1ccc(Br)cc1, COC(=O)CC(=O)OC, CC1(C)c2cccc(P(c3ccccc3)c3ccccc3)c2Oc2c(P(c3ccccc3)c3ccccc3)cccc21, [K+], [K+], [K+], CC(=O)[O-], CC(=O)[O-], C1COCCO1, O=P([O-])([O-])[O-], [Pd+2]. RXN SMILES: [Br:10][c:11]1[cH:12][cH:13][c:14]([N+:17](=[O:18])[O-:19])[cH:15][cH:16]1.[C:1]([CH2:2][C:3](=[O:4])[O:5][CH3:6])(=[O:7])[O:8][CH3:9].[CH3:28][C:29]1([CH3:30])[c:31]2[cH:32][cH:33][cH:34][c:35]([P:36]([c:37]3[cH:38][cH:39][cH:40][cH:41][cH:42]3)[c:43]3[cH:44][cH:45][cH:46][cH:47][cH:48]3)[c:49]2[O:50][c:51]2[c:52]1[cH:53][cH:54][cH:55][c:56]2[P:57]([c:58]1[cH:59][cH:60][cH:61][cH:62][cH:63]1)[c:64]1[cH:65][cH:66][cH:67][cH:68][cH:69]1.[K+:25].[K+:26].[K+:27].[O-:77][C:78]([CH3:79])=[O:80].[O-:81][C:82]([CH3:83])=[O:84].[O:70]1[CH2:71][CH2:72][O:73][CH2:74][CH2:75]1.[P:20]([O-:21])([O-:22])([O-:23])=[O:24].[Pd+2:76]>>[C:1]([CH:2]([C:3](=[O:4])[O:5][CH3:6])[c:11]1[cH:12][cH:13][c:14]([N+:17](=[O:18])[O-:19])[cH:15][cH:16]1)(=[O:7])[O:8][CH3:9]. Product: COC(=O)C(C(=O)OC)c1ccc([N+](=O)[O-])cc1.